Dataset: the Open Reaction Database (ORD), a public repository of structured organic reaction records. Task: describe an organic reaction: reactants, conditions, products, and yield Starting materials: C(C)(=O)C1=CC=CC(=N1)C(=O)NC=1C(=NN(C1)C)N1C(C(CC1)(C)C)=O (6-acetyl-N-(3-(3,3-dimethyl-2-oxopyrrolidin-1-yl)-1-methyl-1H-pyrazol-4-yl)pyridine-2-carboxamide), C1CCOC1 (THF), methylmagnesium bromide diethyl ether. Solvent: C(C)(=O)OCC (ethyl acetate), O (water). Conditions: time 4 hour. Product: CC1(C(N(CC1)C1=NN(C=C1NC(=O)C1=NC(=CC=C1)C(C)(C)O)C)=O)C (N-(3-(3,3-dimethyl-2-oxopyrrolidin-1-yl)-1-methyl-1H-pyrazol-4-yl)-6-(2-hydroxypropan-2-yl)pyridine-2-carboxamide). As a reaction SMILES: [C:1]([C:4]1[N:9]=[C:8]([C:10]([NH:12][C:13]2[C:14]([N:19]3[CH2:23][CH2:22][C:21]([CH3:25])([CH3:24])[C:20]3=[O:26])=[N:15][N:16]([CH3:18])[CH:17]=2)=[O:11])[CH:7]=[CH:6][CH:5]=1)(=[O:3])[CH3:2].[CH2:27]1COCC1>C(OCC)(=O)C.O>[CH3:24][C:21]1([CH3:25])[CH2:22][CH2:23][N:19]([C:14]2[C:13]([NH:12][C:10]([C:8]3[CH:7]=[CH:6][CH:5]=[C:4]([C:1]([OH:3])([CH3:27])[CH3:2])[N:9]=3)=[O:11])=[CH:17][N:16]([CH3:18])[N:15]=2)[C:20]1=[O:26]. Procedure: To a mixture of 6-acetyl-N-(3-(3,3-dimethyl-2-oxopyrrolidin-1-yl)-1-methyl-1H-pyrazol-4-yl)pyridine-2-carboxamide (35 mg) and THF (3.0 mL) was added 3M methylmagnesium bromide diethyl ether solution (0.33 mL) at 0° C., and the mixture was stirred at room temperature for 4 hr. The reaction solution was diluted with ethyl acetate, and water was added thereto. The extract was washed with water and saturated brine, dried over sodium sulfate, and concentrated under reduced pressure. The residue was p...